Dataset: the Open Reaction Database (ORD), a public repository of structured organic reaction records. Task: describe an organic reaction: reactants, conditions, products, and yield Starting materials: ClC1=CC=C(C=C1)CC(CCC(=O)OCC)C#N (ethyl 5-(4-chlorophenyl)-4-cyanovalerate). The reagents and catalysts are [Ni] (Raney's nickel). The product is ClC1=CC=C(CC2CCC(NC2)=O)C=C1 (5-(4-chlorobenzyl)-2-piperidinone). Reaction SMILES: [Cl:1][C:2]1[CH:7]=[CH:6][C:5]([CH2:8][CH:9]([C:17]#[N:18])[CH2:10][CH2:11][C:12](OCC)=[O:13])=[CH:4][CH:3]=1>[Ni]>[Cl:1][C:2]1[CH:7]=[CH:6][C:5]([CH2:8][CH:9]2[CH2:17][NH:18][C:12](=[O:13])[CH2:11][CH2:10]2)=[CH:4][CH:3]=1. Procedure details: In the same manner as Example 1-(d), 5 g of ethyl 5-(4-chlorophenyl)-4-cyanovalerate was reduced with Raney's nickel as the catalyst to obtain 5-(4-chlorobenzyl)-2-piperidinone. The reactants are C(#N)C=1C=C(C=CC1)CCOCC(=O)OC(C)(C)C (tert-butyl [2-(3-cyanophenyl)ethoxy]acetate), NO (hydroxylamine). Solvent: CCO (EtOH). Reaction conditions: time 18 hour. Product: NC(C=1C=C(C=CC1)CCOCC(=O)OC(C)(C)C)=NO (tert-butyl (2-{3-[amino(hydroxyimino)methyl]phenyl}ethoxy)acetate). Yield: 82.6%. Reaction SMILES: [C:1]([C:3]1[CH:4]=[C:5]([CH2:9][CH2:10][O:11][CH2:12][C:13]([O:15][C:16]([CH3:19])([CH3:18])[CH3:17])=[O:14])[CH:6]=[CH:7][CH:8]=1)#[N:2].[NH2:20][OH:21]>CCO>[NH2:2][C:1](=[N:20][OH:21])[C:3]1[CH:4]=[C:5]([CH2:9][CH2:10][O:11][CH2:12][C:13]([O:15][C:16]([CH3:19])([CH3:18])[CH3:17])=[O:14])[CH:6]=[CH:7][CH:8]=1. Procedure: tert-butyl [2-(3-cyanophenyl)ethoxy]acetate obtained in step 1 (1.42 g; 5.43 mmol) was dissolved in EtOH (28.40 mL) to which was added hydroxylamine (401.26 μL; 50%, 27.17 mmol). Reaction mixture was stirred at RT for 18 h after which solvents were removed under vacuum, solubilized in a water/ACN mixture (1:1) and lyophilized to give the desired compound as a sticky colorless oil (1.32 g; 82%). 1H NMR (DMSO-d6, 300 MHz) δ 9.56 (bs, 1H), 7.53-7.48 (m, 2H), 7.27-7.25 (m, 2H), 5.76 (bs, 2H), 3.96 (... The reactants are CC(=O)OC(C)=O, O=CO, O=C(NCCNO)c1cc(Cl)ccc1Cl, c1ccncc1. The product is O=CN(O)CCNC(=O)c1cc(Cl)ccc1Cl. Reaction SMILES: [CH3:1][C:2]([O:3][C:4](=[O:5])[CH3:6])=[O:7].[CH:8](=[O:9])[OH:10].[Cl:11][c:12]1[c:13]([C:14](=[O:15])[NH:16][CH2:17][CH2:18][NH:19][OH:20])[cH:21][c:22]([Cl:25])[cH:23][cH:24]1.[cH:26]1[cH:27][cH:28][n:29][cH:30][cH:31]1>>[CH:8](=[O:10])[N:19]([CH2:18][CH2:17][NH:16][C:14]([c:13]1[c:12]([Cl:11])[cH:24][cH:23][c:22]([Cl:25])[cH:21]1)=[O:15])[OH:20]. Starting materials: Cl (HCl), FC1=C(C=CC(=C1F)OC)C1=CC(N(C=C1)CC[C@](C(=O)NOC1OCCCC1)(S(=O)(=O)C)C)=O ((2R)-4-[4-(2,3-difluoro-4-methoxyphenyl)-2-oxopyridin-1(2H)-yl]-2-methyl-2-(methylsulfonyl)-N-(tetrahydro-2H-pyran-2-yloxy)butanamide). Solvent: O1CCOCC1 (1,4-dioxane). Conditions: time 8 hour. Yields the product FC1=C(C=CC(=C1F)OC)C1=CC(N(C=C1)CC[C@](C(=O)NO)(S(=O)(=O)C)C)=O ((2R)-4-[4-(2,3-difluoro-4-methoxyphenyl)-2-oxopyridin-1(2H)-yl]-N-hydroxy-2-methyl-2-(methylsulfonyl)butanamide). Reaction SMILES: Cl.[F:2][C:3]1[C:8]([F:9])=[C:7]([O:10][CH3:11])[CH:6]=[CH:5][C:4]=1[C:12]1[CH:17]=[CH:16][N:15]([CH2:18][CH2:19][C@@:20]([CH3:35])([S:31]([CH3:34])(=[O:33])=[O:32])[C:21]([NH:23][O:24]C2CCCCO2)=[O:22])[C:14](=[O:36])[CH:13]=1>O1CCOCC1>[F:2][C:3]1[C:8]([F:9])=[C:7]([O:10][CH3:11])[CH:6]=[CH:5][C:4]=1[C:12]1[CH:17]=[CH:16][N:15]([CH2:18][CH2:19][C@@:20]([CH3:35])([S:31]([CH3:34])(=[O:33])=[O:32])[C:21]([NH:23][OH:24])=[O:22])[C:14](=[O:36])[CH:13]=1. Procedure: A solution of 1.0 M aqueous HCl (2.76 mL) was added slowly to a solution of (2R)-4-[4-(2,3-difluoro-4-methoxyphenyl)-2-oxopyridin-1(2H)-yl]-2-methyl-2-(methylsulfonyl)-N-(tetrahydro-2H-pyran-2-yloxy)butanamide (132 mg, 0.26 mmol) in 1,4-dioxane (15 mL) at room temperature. The reaction was allowed to stir at room temperature overnight. After 18 hours the reaction was concentrated to 25% of the original volume, resulting in a white precipitate. The precipitate was filtered via Buchner funnel and ... The reactants are ClC1=CC(=C(C=C1C=1C(N(C2=CC(=NC=C2C1)NC)CC)=O)NC(=O)NC1=CC(=CC=C1)CN1CCN(CC1)C)F (1-(4-chloro-5-(1-ethyl-7-(methylamino)-2-oxo-1,2-dihydro-1,6-naphthyridin-3-yl)-2-fluorophenyl)-3-(3-((4-methylpiperazin-1-yl)methyl)phenyl)urea), Cl (HCl). Run in CC#N (MeCN). Yields the product Cl.Cl.ClC1=CC(=C(C=C1C=1C(N(C2=CC(=NC=C2C1)NC)CC)=O)NC(=O)NC1=CC(=CC=C1)CN1CCN(CC1)C)F (1-(4-chloro-5-(1-ethyl-7-(methylamino)-2-oxo-1,2-dihydro-1,6-naphthyridin-3-yl)-2-fluorophenyl)-3-(3-((4-methylpiperazin-1-yl)methyl)phenyl)urea dihydrochloride). Yield: 91.0%. As a reaction SMILES: [Cl:1][C:2]1[C:7]([C:8]2[C:9](=[O:22])[N:10]([CH2:20][CH3:21])[C:11]3[C:16]([CH:17]=2)=[CH:15][N:14]=[C:13]([NH:18][CH3:19])[CH:12]=3)=[CH:6][C:5]([NH:23][C:24]([NH:26][C:27]2[CH:32]=[CH:31][CH:30]=[C:29]([CH2:33][N:34]3[CH2:39][CH2:38][N:37]([CH3:40])[CH2:36][CH2:35]3)[CH:28]=2)=[O:25])=[C:4]([F:41])[CH:3]=1.[ClH:42]>CC#N>[ClH:1].[ClH:42].[Cl:1][C:2]1[C:7]([C:8]2[C:9](=[O:22])[N:10]([CH2:20][CH3:21])[C:11]3[C:16]([CH:17]=2)=[CH:15][N:14]=[C:13]([NH:18][CH3:19])[CH:12]=3)=[CH:6][C:5]([NH:23][C:24]([NH:26][C:27]2[CH:32]=[CH:31][CH:30]=[C:29]([CH2:33][N:34]3[CH2:35][CH2:36][N:37]([CH3:40])[CH2:38][CH2:39]3)[CH:28]=2)=[O:25])=[C:4]([F:41])[CH:3]=1 |f:3.4.5|. Procedure: A mixture of 1-(4-chloro-5-(1-ethyl-7-(methylamino)-2-oxo-1,2-dihydro-1,6-naphthyridin-3-yl)-2-fluorophenyl)-3-(3-((4-methylpiperazin-1-yl)methyl)phenyl)urea in MeCN (4 mL) was treated with 0.1N HCl (1.77 mL, 0.177 mmol), frozen and lyophilized to afford 1-(4-chloro-5-(1-ethyl-7-(methylamino)-2-oxo-1,2-dihydro-1,6-naphthyridin-3-yl)-2-fluorophenyl)-3-(3-((4-methylpiperazin-1-yl)methyl)phenyl)urea dihydrochloride (53 mg, 91% yield). 1H NMR (400 MHz, DMSO-d6): δ 9.46 (s, 1H), 8.89 (s, 1H), 8.42 (s... Reactants: N1=CC(=CC=C1)CN(C(C)=O)CC1=CC=C(C=C1)OCCCCCCCCCCCCCC (N-(3-Pyridinylmethyl)-N-[[4-(tetradecyloxy)phenyl]methyl]acetamide), CI (methyl iodide). The product is [I-].C(C)(=O)N(CC1=CC=C(C=C1)OCCCCCCCCCCCCCC)CC=1C=[N+](C=CC1)C (3-[[Acetyl[[4-(tetradecyloxy)phenyl]methyl]amino]methyl]-1-methylpyridinium iodide). Reaction SMILES: [N:1]1[CH:6]=[CH:5][CH:4]=[C:3]([CH2:7][N:8]([CH2:12][C:13]2[CH:18]=[CH:17][C:16]([O:19][CH2:20][CH2:21][CH2:22][CH2:23][CH2:24][CH2:25][CH2:26][CH2:27][CH2:28][CH2:29][CH2:30][CH2:31][CH2:32][CH3:33])=[CH:15][CH:14]=2)[C:9](=[O:11])[CH3:10])[CH:2]=1.[CH3:34][I:35]>>[I-:35].[C:9]([N:8]([CH2:7][C:3]1[CH:2]=[N+:1]([CH3:34])[CH:6]=[CH:5][CH:4]=1)[CH2:12][C:13]1[CH:14]=[CH:15][C:16]([O:19][CH2:20][CH2:21][CH2:22][CH2:23][CH2:24][CH2:25][CH2:26][CH2:27][CH2:28][CH2:29][CH2:30][CH2:31][CH2:32][CH3:33])=[CH:17][CH:18]=1)(=[O:11])[CH3:10] |f:2.3|. Reported procedure: The title compound is prepared by the procedure of Example 28 using 0.492 g of product from Example 73 and 3.38 ml of methyl iodide. The residue is purified by crystallization to give 0.64 g of the desired product as orange crystals. Run in C(Cl)Cl (methylene chloride), C(Cl)Cl (methylene chloride), C(Cl)Cl (methylene chloride). Run at temperature 0 celsius, time 2.5 hour. Reactants: C1(=CC=CC=C1)CCCC(C)O (5-phenyl-2-pentanol), phosphorous pentabromide, BrBr (bromine), P(Br)(Br)Br (phosphorous tribromide), O (Water). Reported procedure: To phosphorous pentabromide, prepared by addition of bromine (9.0 g.) in methylene chloride (10 ml.) to phosphorous tribromide (15.0 g.) in methylene chloride (15 ml.) at 0° C., is added 5-phenyl-2-pentanol (812 g.) in methylene chloride at 0° C. The mixture is stirred for 2.5 hours at 0° C. and is then allowed to warm to room temperature. Water (50 ml.) is added, the mixture stirred for one hour and the methylene chloride layer separated. The extraction is repeated and the combined extracts was... RXN SMILES: [Br:1]Br.P(Br)(Br)Br.[C:7]1([CH2:13][CH2:14][CH2:15][CH:16](O)[CH3:17])[CH:12]=[CH:11][CH:10]=[CH:9][CH:8]=1.O>C(Cl)Cl>[Br:1][CH:16]([CH2:15][CH2:14][CH2:13][C:7]1[CH:12]=[CH:11][CH:10]=[CH:9][CH:8]=1)[CH3:17]. Yields the product BrC(C)CCCC1=CC=CC=C1 (2-Bromo-5-phenylpentane). Starting materials: CC(=O)Oc1cc(S(=O)(=O)[O-])c2ccccc2c1N(C(C)=O)C(C)=O, [Na+], O. Product: CC(=O)Nc1c(OC(C)=O)cc(S(=O)(=O)[O-])c2ccccc12, [Na+]. As a reaction SMILES: [C:1]([CH3:2])(=[O:3])[N:4]([c:5]1[c:6]([O:19][C:20]([CH3:21])=[O:22])[cH:7][c:8]([S:15](=[O:16])(=[O:17])[O-:18])[c:9]2[cH:10][cH:11][cH:12][cH:13][c:14]12)[C:23](=[O:24])[CH3:25].[Na+:26].[OH2:27]>>[C:1]([CH3:2])(=[O:3])[NH:4][c:5]1[c:6]([O:19][C:20]([CH3:21])=[O:22])[cH:7][c:8]([S:15](=[O:16])(=[O:17])[O-:18])[c:9]2[cH:10][cH:11][cH:12][cH:13][c:14]12.[Na+:26]. Starting materials: [H-].[Na+] (sodium hydride), C(C)S (ethanethiol), C1=CC=CC=2C3C4=CC=CC=C4C(C12)(C3)CN3CCC(CC3)(O)C=3C(=NC=CC3)OC (1-(9,10-dihydro-9,10-methanoanthracen-9-ylmethyl)-4-(2-methoxy-3-pyridyl)piperidin-4-ol). The solvent is O (water), CN(C=O)C (dimethylformamide), CN(C=O)C (dimethylformamide). Product: OC1=NC=CC=C1C1(CCN(CC1)CC12C3=CC=CC=C3C(C=3C=CC=CC13)C2)O (4-(2-Hydroxy-3-pyridyl)-1-(9,10-dihydro-9,10-methanoanthracen-9-ylmethyl)piperidin-4-ol). Isolated yield 82.2%. RXN SMILES: [H-].[Na+].C(S)C.[CH:6]1[C:19]2[C:18]3([CH2:21][N:22]4[CH2:27][CH2:26][C:25]([C:29]5[C:30]([O:35]C)=[N:31][CH:32]=[CH:33][CH:34]=5)([OH:28])[CH2:24][CH2:23]4)[CH2:20][CH:11]([C:12]4[C:17]3=[CH:16][CH:15]=[CH:14][CH:13]=4)[C:10]=2[CH:9]=[CH:8][CH:7]=1>CN(C)C=O.O>[OH:35][C:30]1[C:29]([C:25]2([OH:28])[CH2:24][CH2:23][N:22]([CH2:21][C:18]34[CH2:20][CH:11]([C:12]5[CH:13]=[CH:14][CH:15]=[CH:16][C:17]=53)[C:10]3[C:19]4=[CH:6][CH:7]=[CH:8][CH:9]=3)[CH2:27][CH2:26]2)=[CH:34][CH:33]=[CH:32][N:31]=1 |f:0.1|. Procedure details: To a dimethylformamide solution (3.5 mL) of sodium hydride (60% in mineral oil, 58 mg, 1.46 mmol, 2.5 eq) under nitrogen was added ethanethiol (0.108 mL, 1.46 mmol, 2.5 eq) via gas tight syringe. Once gas evolution had ceased, a solution of 1-(9,10-dihydro-9,10-methanoanthracen-9-ylmethyl)-4-(2-methoxy-3-pyridyl)piperidin-4-ol (described in example 32) (240 mg, 0.58 mmol) in dimethylformamide (2.0 mL) was added in a single portion. After the reaction had refluxed for 2 h, it was cooled to room t...